Dataset: the Open Reaction Database (ORD), a public repository of structured organic reaction records. Task: describe an organic reaction: reactants, conditions, products, and yield Reactants: C(C)(C)(C)C1=C(C=O)C(=CC(=C1)C(C)(C)C)O (2,4-di-tert-butyl-6-hydroxybenzaldehyde), [H-].[Na+] (sodium hydride), C(C1=CC=CC=C1)Br (Benzyl bromide). Solvent: CN(C)C=O (DMF). Conditions: time 30 minute. Yields the product C(C1=CC=CC=C1)OC1=C(C=O)C(=CC(=C1)C(C)(C)C)C(C)(C)C (2-(Benzyloxy)-4,6-di-tert-butylbenzaldehyde). As a reaction SMILES: [C:1]([C:5]1[CH:12]=[C:11]([C:13]([CH3:16])([CH3:15])[CH3:14])[CH:10]=[C:9]([OH:17])[C:6]=1[CH:7]=[O:8])([CH3:4])([CH3:3])[CH3:2].[H-].[Na+].[CH2:20](Br)[C:21]1[CH:26]=[CH:25][CH:24]=[CH:23][CH:22]=1>CN(C=O)C>[CH2:20]([O:17][C:9]1[CH:10]=[C:11]([C:13]([CH3:16])([CH3:15])[CH3:14])[CH:12]=[C:5]([C:1]([CH3:4])([CH3:3])[CH3:2])[C:6]=1[CH:7]=[O:8])[C:21]1[CH:26]=[CH:25][CH:24]=[CH:23][CH:22]=1 |f:1.2|. Procedure details: To a solution of 1.17 g (5.0 mmol) of 2,4-di-tert-butyl-6-hydroxybenzaldehyde (from Step A of Example 35) in 10 mL of dry DMF was added 0.25 g (10.4 mmol) of powdered sodium hydride and the resulting mixture was stirred for 30 min under a nitrogen atmosphere. Benzyl bromide (1.0 g, 5.9 mmol) was then added and the resulting mixture was stirred for an additional 3 h. The reaction mixture was then concentrated in vacuo and the residue was partitioned between ether and water. The aqueous layer was ... The reactants are CCO, CC(C)(C)OC(=O)NN=C1c2cc(S(=O)(=O)Nc3cccc(O)c3)ccc2-c2ccc(S(=O)(=O)Nc3cccc(O)c3)cc21, Cc1ccc(S(=O)(=O)O)cc1. Yields the product NN=C1c2cc(S(=O)(=O)Nc3cccc(O)c3)ccc2-c2ccc(S(=O)(=O)Nc3cccc(O)c3)cc21. RXN SMILES: [CH3:56][CH2:57][OH:58].[OH:1][c:2]1[cH:3][c:4]([NH:8][S:9](=[O:10])(=[O:11])[c:12]2[cH:13][c:14]3[c:22]([cH:23][cH:24]2)-[c:21]2[c:16]([cH:17][c:18]([S:25](=[O:26])(=[O:27])[NH:28][c:29]4[cH:30][c:31]([OH:35])[cH:32][cH:33][cH:34]4)[cH:19][cH:20]2)[C:15]3=[N:36][NH:37][C:38]([O:39][C:40]([CH3:41])([CH3:42])[CH3:43])=[O:44])[cH:5][cH:6][cH:7]1.[c:45]1([CH3:46])[cH:47][cH:48][c:49]([S:50]([OH:51])(=[O:52])=[O:53])[cH:54][cH:55]1>>[OH:1][c:2]1[cH:3][c:4]([NH:8][S:9](=[O:10])(=[O:11])[c:12]2[cH:13][c:14]3[c:22]([cH:23][cH:24]2)-[c:21]2[c:16]([cH:17][c:18]([S:25](=[O:26])(=[O:27])[NH:28][c:29]4[cH:30][c:31]([OH:35])[cH:32][cH:33][cH:34]4)[cH:19][cH:20]2)[C:15]3=[N:36][NH2:37])[cH:5][cH:6][cH:7]1.